The task is: describe an organic reaction: reactants, conditions, products, and yield. This data is from the Open Reaction Database (ORD), a public repository of structured organic reaction records. The reactants are ClCCl, CC(=O)O, Clc1ccc2c(c1)C(c1ccccc1Cl)=NCc1cncnc1-2, [Zn]. The product is Clc1ccc2c(c1)C(c1ccccc1Cl)NCc1cncnc1-2. Reaction SMILES: [CH2:28]([Cl:29])[Cl:30].[CH3:24][C:25](=[O:26])[OH:27].[Cl:1][c:2]1[cH:3][c:4]2[c:5]([cH:22][cH:23]1)-[c:6]1[c:7]([cH:18][n:19][cH:20][n:21]1)[CH2:8][N:9]=[C:10]2[c:11]1[c:12]([Cl:17])[cH:13][cH:14][cH:15][cH:16]1.[Zn:31]>>[Cl:1][c:2]1[cH:3][c:4]2[c:5]([cH:22][cH:23]1)-[c:6]1[c:7]([cH:18][n:19][cH:20][n:21]1)[CH2:8][NH:9][CH:10]2[c:11]1[c:12]([Cl:17])[cH:13][cH:14][cH:15][cH:16]1.